Task: describe an organic reaction: reactants, conditions, products, and yield. Dataset: the Open Reaction Database (ORD), a public repository of structured organic reaction records The reactants are C(C)(C)(C)C=1C=C(C=C(C1O)C(C)(C)C)CCC1(C(N(C(N1)=O)CCCCCCN1C(NC(C1=O)(CCC1=CC(=C(C(=C1)C(C)(C)C)O)C(C)(C)C)C)=O)=O)C (3,3'-hexamethylene-bis-[5-(3",5"-di-tert-butyl-4"-hydroxyphenylethyl)-5-methylhydantoin]), [H-].[Na+] (sodium hydride), Cl (hydrochloric acid), BrCCCCCC (1-bromohexane). The solvent is CN(C=O)C (dimethylformamide), O (water). The product is C(C)(C)(C)C=1C=C(C=C(C1O)C(C)(C)C)CCC1(C(N(C(N1CCCCCC)=O)CCCCCCN1C(N(C(C1=O)(CCC1=CC(=C(C(=C1)C(C)(C)C)O)C(C)(C)C)C)CCCCCC)=O)=O)C (3,3'-hexamethylene-bis[5-(3",5"-di-tert-butyl-4"-hydroxyphenylethyl)-5-methyl-1-n-hexylhydantoin]). RXN SMILES: [C:1]([C:5]1[CH:6]=[C:7]([CH2:16][CH2:17][C:18]2([CH3:56])[NH:22][C:21](=[O:23])[N:20]([CH2:24][CH2:25][CH2:26][CH2:27][CH2:28][CH2:29][N:30]3[C:34](=[O:35])[C:33]([CH3:53])([CH2:36][CH2:37][C:38]4[CH:43]=[C:42]([C:44]([CH3:47])([CH3:46])[CH3:45])[C:41]([OH:48])=[C:40]([C:49]([CH3:52])([CH3:51])[CH3:50])[CH:39]=4)[NH:32][C:31]3=[O:54])[C:19]2=[O:55])[CH:8]=[C:9]([C:12]([CH3:15])([CH3:14])[CH3:13])[C:10]=1[OH:11])([CH3:4])([CH3:3])[CH3:2].[H-].[Na+].Br[CH2:60][CH2:61][CH2:62][CH2:63][CH2:64][CH3:65].Cl>CN(C)C=O.O>[C:44]([C:42]1[CH:43]=[C:38]([CH2:37][CH2:36][C:33]2([CH3:53])[N:32]([CH2:60][CH2:61][CH2:62][CH2:63][CH2:64][CH3:65])[C:31](=[O:54])[N:30]([CH2:29][CH2:28][CH2:27][CH2:26][CH2:25][CH2:24][N:20]3[C:19](=[O:55])[C:18]([CH3:56])([CH2:17][CH2:16][C:7]4[CH:8]=[C:9]([C:12]([CH3:15])([CH3:14])[CH3:13])[C:10]([OH:11])=[C:5]([C:1]([CH3:2])([CH3:3])[CH3:4])[CH:6]=4)[N:22]([CH2:2][CH2:1][CH2:5][CH2:10][CH2:9][CH3:8])[C:21]3=[O:23])[C:34]2=[O:35])[CH:39]=[C:40]([C:49]([CH3:52])([CH3:51])[CH3:50])[C:41]=1[OH:48])([CH3:47])([CH3:46])[CH3:45] |f:1.2|. Reported procedure: 7.75 g (0.01 mol) of 3,3'-hexamethylene-bis-[5-(3",5"-di-tert-butyl-4"-hydroxyphenylethyl)-5-methylhydantoin] is added portionwise with stirring to a slurry of 1.92 g (0.04 mol) of a 50% dispersion of sodium hydride in mineral oil in 100 g of dry dimethylformamide. The temperature of the reaction mixture is maintained at 50°-55° C until gas evolution ceases. 3.3 g (0.02 mol) of 1-bromohexane is then added dropwise over a period of 15-30 minutes. The temperature of the mixture is maintained betwe... Starting materials: ice, ice, C1(=CC=CC=C1)C=1S(C(=CC(C1)=O)C1=CC=CC=C1)(=O)=O (2,6-diphenyl-4H-thiopyran-4-one-1,1-dioxide), C(#N)CC(=O)OCC (ethyl cyanoacetate), N1=CC=CC=C1 (pyridine), O (H2O). Reagents/catalysts: Cl[Ti](Cl)(Cl)Cl (TiCl4). The solvent is C(Cl)(Cl)(Cl)Cl (CCl4), CCOCC (ether), C1CCOC1 (THF), C1CCOC1 (THF). Product: C1(=CC=CC=C1)C=1S(C(=CC(C1)=CC(=O)OCCC#N)C1=CC=CC=C1)(=O)=O (2,6-Diphenyl-4-(cyanoethoxycarbonylmethylene)-4H-thiopyran-1,1-dioxide). RXN SMILES: [C:1]1([C:7]2[S:8](=[O:21])(=[O:20])[C:9]([C:14]3[CH:19]=[CH:18][CH:17]=[CH:16][CH:15]=3)=[CH:10][C:11](=O)[CH:12]=2)[CH:6]=[CH:5][CH:4]=[CH:3][CH:2]=1.[C:22]([CH2:24][C:25]([O:27][CH2:28][CH3:29])=O)#[N:23].N1C=CC=CC=1.[OH2:36]>C(Cl)(Cl)(Cl)Cl.C1COCC1.Cl[Ti](Cl)(Cl)Cl.CCOCC>[C:14]1([C:9]2[S:8](=[O:21])(=[O:20])[C:7]([C:1]3[CH:2]=[CH:3][CH:4]=[CH:5][CH:6]=3)=[CH:12][C:11](=[CH:29][C:28]([O:27][CH2:25][CH2:24][C:22]#[N:23])=[O:36])[CH:10]=2)[CH:15]=[CH:16][CH:17]=[CH:18][CH:19]=1. Reported procedure: A solution of 6.6 ml (0.06 M) of TiCl4 in 15 ml of CCl4 was added dropwise to 120 ml of ice-cooled dry THF (120 ml) under argon. The resulting bright yellow suspension was added quickly to a solution of 8.9 gm (0.03 M) of 2,6-diphenyl-4H-thiopyran-4-one-1,1-dioxide and 3.4 gm (0.03 M) of ethyl cyanoacetate in 70 ml of THF. The mixture was stirred for 20 minutes in the ice-bath. Then 9.5 gm (0.12 M) of dry pyridine was then added. After stirring at room temperature overnight 30 ml of H2O and a sm... Reactants: CC1=CC=C(CC2CCCCC(N2)=O)C=C1 (7-(4-methylbenzyl)perhydroazepin-2-one), [H-].[Al+3].[Li+].[H-].[H-].[H-] (lithium aluminum hydride). The product is CC1=CC=C(CC2NCCCCC2)C=C1 (2-(4-methylbenzyl)perhydroazepine). As a reaction SMILES: [CH3:1][C:2]1[CH:16]=[CH:15][C:5]([CH2:6][CH:7]2[NH:13][C:12](=O)[CH2:11][CH2:10][CH2:9][CH2:8]2)=[CH:4][CH:3]=1.[H-].[Al+3].[Li+].[H-].[H-].[H-]>>[CH3:1][C:2]1[CH:3]=[CH:4][C:5]([CH2:6][CH:7]2[CH2:8][CH2:9][CH2:10][CH2:11][CH2:12][NH:13]2)=[CH:15][CH:16]=1 |f:1.2.3.4.5.6|. Reported procedure: Using the mode of operation described in Example 52 obtain 1.6 g of the title compound as oil with a BP of 82° to 85° at 0.01 mm Hg from 2.8 of 7-(4-methylbenzyl)perhydroazepin-2-one and 0.5 of g lithium aluminum hydride. Starting materials: ClC=1C=C(CBr)C=CC1C(F)(F)F (3-chloro-4-(trifluoromethyl)benzyl bromide), BrC1=CC(=C(C=C1F)O)F (4-bromo-2,5-difluorophenol), C([O-])([O-])=O.[K+].[K+] (potassium carbonate). The solvent is CC(=O)C (acetone). Yields the product BrC1=C(C=C(C(=C1)F)OCC1=CC(=C(C=C1)C(F)(F)F)Cl)F (1-Bromo-4-(3-chloro-4-(trifluoromethyl)benzyloxy)-2,5-difluorobenzene). Yield: 98.5%. Reaction SMILES: [Cl:1][C:2]1[CH:3]=[C:4]([CH:7]=[CH:8][C:9]=1[C:10]([F:13])([F:12])[F:11])[CH2:5]Br.[Br:14][C:15]1[C:20]([F:21])=[CH:19][C:18]([OH:22])=[C:17]([F:23])[CH:16]=1.C(=O)([O-])[O-].[K+].[K+]>CC(C)=O>[Br:14][C:15]1[CH:16]=[C:17]([F:23])[C:18]([O:22][CH2:5][C:4]2[CH:7]=[CH:8][C:9]([C:10]([F:13])([F:12])[F:11])=[C:2]([Cl:1])[CH:3]=2)=[CH:19][C:20]=1[F:21] |f:2.3.4|. Reported procedure: To solution of 3-chloro-4-(trifluoromethyl)benzyl bromide (300 mg, 1.097 mmol) in acetone (15 mL) was added 4-bromo-2,5-difluorophenol (1.097 mmol) followed by potassium carbonate (303 mg, 2.194 mmol). The reaction mixture was heated at reflux for 3.5 hours and then allowed to cool to room temperature. The solvent was removed under reduced pressure to yield a white solid, which was partitioned with water/EtOAc mixture (1:1, 50 mL). The organic layer was separated and the aqueous was extracted wi... Starting materials: OC1=C(C=O)C=C(C=C1)C (2-hydroxy-5-methylbenzaldehyde), C1(=CC=C(C=C1)S(=O)(=O)OC[C@H]1CO1)C ((R)-glycidyl 4-toluenesulphonate), C([O-])([O-])=O.[K+].[K+] (potassium carbonate). The solvent is COCCOC (1,2-dimethoxyethane). Conditions: temperature 60 celsius, time 18 hour. The product is O1[C@@H](COC2=C(C=O)C=C(C=C2)C)C1 ((R)-2-(2,3-epoxypropoxy)-5-methylbenzaldehyde). Isolated yield 88.9%. RXN SMILES: [OH:1][C:2]1[CH:9]=[CH:8][C:7]([CH3:10])=[CH:6][C:3]=1[CH:4]=[O:5].C1(C)C=CC(S(O[CH2:21][C@@H:22]2[O:24][CH2:23]2)(=O)=O)=CC=1.C(=O)([O-])[O-].[K+].[K+]>COCCOC>[O:24]1[CH2:23][C@@H:22]1[CH2:21][O:1][C:2]1[CH:9]=[CH:8][C:7]([CH3:10])=[CH:6][C:3]=1[CH:4]=[O:5] |f:2.3.4|. Procedure details: A mixture of 2-hydroxy-5-methylbenzaldehyde (7.1 g), (R)-glycidyl 4-toluenesulphonate (11.9 g) and potassium carbonate (7.25 g) in anhydrous 1,2-dimethoxyethane (150 ml) was stirred and heated at 60° C. for 5 hours, allowed to stand at ambient temperature for 18 hours, heated at 60° C. for a further 8 hours then allowed to cool for 18 hours. The solvent was removed in vacuo and the residue partitioned between water (250 ml) and ether (250 ml). The mixture was filtered through Celite, the ether l... Reactants: CCOC=C(F)C(=O)OCC, [Na+], [OH-]. Product: CCOC=C(F)C(=O)O. As a reaction SMILES: [CH2:1]([CH3:2])[O:3][CH:4]=[C:5]([C:6](=[O:7])[O:8][CH2:9][CH3:10])[F:11].[Na+:13].[OH-:12]>>[CH2:1]([CH3:2])[O:3][CH:4]=[C:5]([C:6](=[O:7])[OH:8])[F:11]. Reactants: O (water), ClS(=O)(=O)N=C=O (Chlorosulfonyl isocyanate), N1(C=CC=C1)C=1C=C(C(=O)OC)C=CC1 (methyl 3-(pyrrol-1-yl)benzoate), CN(C=O)C (N,N-dimethylformamide). The solvent is ClCCl (dichloromethane). Run at time 1 hour. The product is C(#N)C=1N(C=CC1)C=1C=C(C(=O)OC)C=CC1 (methyl 3-(2-cyanopyrrol-1-yl)benzoate). Reaction SMILES: ClS([N:5]=[C:6]=O)(=O)=O.[N:8]1([C:13]2[CH:14]=[C:15]([CH:20]=[CH:21][CH:22]=2)[C:16]([O:18][CH3:19])=[O:17])[CH:12]=[CH:11][CH:10]=[CH:9]1.CN(C)C=O.O>ClCCl>[C:6]([C:12]1[N:8]([C:13]2[CH:14]=[C:15]([CH:20]=[CH:21][CH:22]=2)[C:16]([O:18][CH3:19])=[O:17])[CH:9]=[CH:10][CH:11]=1)#[N:5]. Reported procedure: Chlorosulfonyl isocyanate (18.2 ml) was dropwise added to a solution of methyl 3-(pyrrol-1-yl)benzoate (35.0 g) in dichloromethane (350 ml) at -10°~20° C. and the mixture was stirred for 1 hour at the same temperature. To the mixture was dropwise added N,N-dimethylformamide (105 ml) at the same temperature and the mixture was stirred for 1 hour at 0°-5° C. The reaction mixture was poured into water. The separated organic layer was washed with saturated aqueous sodium bicarbonate solution and wat...